From a dataset of the Open Reaction Database (ORD), a public repository of structured organic reaction records. describe an organic reaction: reactants, conditions, products, and yield Starting materials: C(C)N(C=1OCC(C1C(=O)OCC)=O)CC (ethyl 2-(diethylamino)-4-oxo-4,5-dihydrofuran-3-carboxylate), N1C=C(C2=CC=CN=C12)C=O (7-azaindole-3-carboxaldehyde), Cl (hydrochloric acid). The solvent is C(C)O (ethanol), C(C)O (ethanol). The product is Cl.N1C=C(C=2C1=NC=CC2)C=C2C(C(=C(O2)N(CC)CC)C(=O)OCC)=O (Ethyl 5-[(1H-pyrrolo[2,3-b]pyridin-3-yl)methylene]-2-(diethylamino)-4-oxo-4,5-dihydrofuran-3-carboxylate hydrochloride). Isolated yield 38.0%. RXN SMILES: [CH2:1]([N:3]([CH2:15][CH3:16])[C:4]1[O:5][CH2:6][C:7](=[O:14])[C:8]=1[C:9]([O:11][CH2:12][CH3:13])=[O:10])[CH3:2].[NH:17]1[C:25]2[C:20](=[CH:21][CH:22]=[CH:23][N:24]=2)[C:19]([CH:26]=O)=[CH:18]1.[ClH:28]>C(O)C>[ClH:28].[NH:17]1[C:25]2=[N:24][CH:23]=[CH:22][CH:21]=[C:20]2[C:19]([CH:26]=[C:6]2[O:5][C:4]([N:3]([CH2:1][CH3:2])[CH2:15][CH3:16])=[C:8]([C:9]([O:11][CH2:12][CH3:13])=[O:10])[C:7]2=[O:14])=[CH:18]1 |f:4.5|. Reported procedure: To a solution of ethyl 2-(diethylamino)-4-oxo-4,5-dihydrofuran-3-carboxylate (0.034 g, 0.15 mmol) which similarly prepared according to the procedure described in the Example 4, First step and 7-azaindole-3-carboxaldehyde (0.022 g, 0.15 mmol) in ethanol (1.0 mL), 2M hydrochloric acid in ethanol (0.16 mL, 0.32 mmol) was added at ambient temperature. The mixture was refluxed for 3 h. Cooled to ambient temperature, the precipitate was collected by filtration, washed with ethanol and diisopropyl eth...